From a dataset of the Open Reaction Database (ORD), a public repository of structured organic reaction records. describe an organic reaction: reactants, conditions, products, and yield Reactants: BrC1=CC(=C(OCC(=O)OCC)C=C1)Cl (ethyl (4-bromo-2-chloro-phenoxy)-acetate), ClC1=CC=C(C=C1)OB(O)O (4-chlorophenylboric acid). The product is ClC=1C=C(C=CC1OCC(=O)OCC)C1=CC=C(C=C1)Cl (ethyl (3,4′-dichloro-biphenyl-4-yloxy)-acetate). Reaction SMILES: Br[C:2]1[CH:14]=[CH:13][C:5]([O:6][CH2:7][C:8]([O:10][CH2:11][CH3:12])=[O:9])=[C:4]([Cl:15])[CH:3]=1.[Cl:16][C:17]1[CH:22]=[CH:21][C:20](OB(O)O)=[CH:19][CH:18]=1>>[Cl:15][C:4]1[CH:3]=[C:2]([C:20]2[CH:21]=[CH:22][C:17]([Cl:16])=[CH:18][CH:19]=2)[CH:14]=[CH:13][C:5]=1[O:6][CH2:7][C:8]([O:10][CH2:11][CH3:12])=[O:9]. Reported procedure: Prepared analogously to Example 130a from ethyl (4-bromo-2-chloro-phenoxy)-acetate (Z26) and 4-chlorophenylboric acid. The product is O=[N+]([O-])c1cccc(-c2csc(NS(=O)(=O)c3ccc(Cl)cc3)n2)c1. Reaction SMILES: [Cl:17][c:18]1[cH:19][cH:20][c:21]([S:24](=[O:25])(=[O:26])[Cl:27])[cH:22][cH:23]1.[ClH:1].[ClH:28].[N+:2](=[O:3])([O-:4])[c:5]1[cH:6][c:7](-[c:11]2[n:12][c:13]([NH2:16])[s:14][cH:15]2)[cH:8][cH:9][cH:10]1.[cH:29]1[cH:30][cH:31][n:32][cH:33][cH:34]1>>[N+:2](=[O:3])([O-:4])[c:5]1[cH:6][c:7](-[c:11]2[n:12][c:13]([NH:16][S:24]([c:21]3[cH:20][cH:19][c:18]([Cl:17])[cH:23][cH:22]3)(=[O:25])=[O:26])[s:14][cH:15]2)[cH:8][cH:9][cH:10]1. Reactants: O=S(=O)(Cl)c1ccc(Cl)cc1, Cl, Cl, Nc1nc(-c2cccc([N+](=O)[O-])c2)cs1, c1ccncc1. Reactants: CCOP(=O)(Cc1ccccc1)OCC, COCCOC, O=Cc1cn(C(c2ccccc2)(c2ccccc2)c2ccccc2)c(F)n1, [H-], [Na+], O. Yields the product Fc1nc(C=Cc2ccccc2)cn1C(c1ccccc1)(c1ccccc1)c1ccccc1. Reaction SMILES: [CH2:28]([c:29]1[cH:30][cH:31][cH:32][cH:33][cH:34]1)[P:35](=[O:36])([O:37][CH2:38][CH3:39])[O:40][CH2:41][CH3:42].[CH3:46][O:47][CH2:48][CH2:49][O:50][CH3:51].[F:1][c:2]1[n:3]([C:9]([c:10]2[cH:11][cH:12][cH:13][cH:14][cH:15]2)([c:16]2[cH:17][cH:18][cH:19][cH:20][cH:21]2)[c:22]2[cH:23][cH:24][cH:25][cH:26][cH:27]2)[cH:4][c:5]([CH:7]=[O:8])[n:6]1.[H-:43].[Na+:44].[OH2:45]>>[F:1][c:2]1[n:3]([C:9]([c:10]2[cH:11][cH:12][cH:13][cH:14][cH:15]2)([c:16]2[cH:17][cH:18][cH:19][cH:20][cH:21]2)[c:22]2[cH:23][cH:24][cH:25][cH:26][cH:27]2)[cH:4][c:5]([CH:7]=[CH:28][c:29]2[cH:30][cH:31][cH:32][cH:33][cH:34]2)[n:6]1. Reactants: BrCC1=CC(=C(C(=O)OC(C)(C)C)C=C1)Cl (tert-butyl 4-(bromomethyl)-2-chlorobenzoate), FC(CN)(F)F (2,2,2-trifluoroethanamine), ClC1=C(C(=O)OC(C)(C)C)C=CC(=C1)CNCC(F)(F)F (tert-butyl 2-chloro-4-((2,2,2-trifluoroethylamino)methyl)benzoate), Cl (HCl). Solvent: CS(=O)C (DMSO), O1CCOCC1 (Dioxane). Yields the product ClC1=C(C(=O)O)C=CC(=C1)CNCC(F)(F)F (2-chloro-4-((2,2,2-trifluoroethylamino)methyl)benzoic acid). Reaction SMILES: BrCC1C=CC(C(OC(C)(C)C)=O)=C(Cl)C=1.FC(F)(F)CN.[Cl:23][C:24]1[CH:36]=[C:35]([CH2:37][NH:38][CH2:39][C:40]([F:43])([F:42])[F:41])[CH:34]=[CH:33][C:25]=1[C:26]([O:28]C(C)(C)C)=[O:27].Cl>CS(C)=O.O1CCOCC1>[Cl:23][C:24]1[CH:36]=[C:35]([CH2:37][NH:38][CH2:39][C:40]([F:41])([F:42])[F:43])[CH:34]=[CH:33][C:25]=1[C:26]([OH:28])=[O:27]. Procedure: To 24.9 g of 2-chloro-4-(methoxycarbonyl)benzoic acid and 2 mL of Sulfuric Acid in 350 mL of DCM was added isobutylene gas at −78° C. until the solvent was saturated and capped off securely. Let go several days at room temperature and re-cool to −78° C. before removing cap. Concentrate solvent, extract with Ethyl Acetate and bicarbonate, dry with Magnesium Sulfate, filter and concentrate to give 31.4 g of 1-tert-butyl 4-methyl 2-chloroterephthalate. 3.35 g of 1-tert-butyl 4-methyl 2-chlorotereph... Reactants: Br, CCOC(=O)N1Cc2cccc([N+](=O)[O-])c2C1, CC(=O)O. Product: Br, O=[N+]([O-])c1cccc2c1CNC2. Reaction SMILES: [BrH:18].[CH2:1]([O:2][C:3](=[O:4])[N:6]1[CH2:7][c:8]2[cH:9][cH:10][cH:11][c:12]([N+:15](=[O:16])[O-:17])[c:13]2[CH2:14]1)[CH3:5].[CH3:19][C:20](=[O:21])[OH:22]>>[BrH:18].[NH:6]1[CH2:7][c:8]2[cH:9][cH:10][cH:11][c:12]([N+:15](=[O:16])[O-:17])[c:13]2[CH2:14]1. The reactants are OCC1=NC(=CC=C1O)C (2-(hydroxymethyl)-6-methylpyridin-3-ol), COS(=O)(=O)OC (Me2SO4), C(=O)([O-])[O-].[Cs+].[Cs+] (Cs2CO3). Solvent: CC(=O)C (acetone). Yields the product COC=1C(=NC(=CC1)C)CO ((3-methoxy-6-methylpyridin-2-yl)methanol). The yield is 84.9%. Reaction SMILES: [OH:1][CH2:2][C:3]1[C:8]([OH:9])=[CH:7][CH:6]=[C:5]([CH3:10])[N:4]=1.[CH3:11]OS(OC)(=O)=O.C([O-])([O-])=O.[Cs+].[Cs+]>CC(C)=O>[CH3:11][O:9][C:8]1[C:3]([CH2:2][OH:1])=[N:4][C:5]([CH3:10])=[CH:6][CH:7]=1 |f:2.3.4|. Procedure details: To a solution of 2-(hydroxymethyl)-6-methylpyridin-3-ol (1.23 g, 8.84 mmol) in acetone (25 mL) was added Me2SO4 (1 mL, 10.6 mmol), followed by Cs2CO3 (3.6 g, 11.05 mmol). The reaction was refluxed for 2 h. The reaction was filtered and concentrated to give a red oil which was purified by column chromatography on ISCO (40 g) with 0-80% ethyl acetate in hexanes over 25 minutes to yield (3-methoxy-6-methylpyridin-2-yl)methanol(1.15 g, 85% yield) as a off-white solid. HPLC retention time (Method B)=... The reactants are CC(CSC(=O)c1ccccc1)C(=O)Cl, Cc1ccc(C2NC(C(=O)O)CS2)cc1, Cl, [Na+], [Na+], O=C([O-])[O-], O. Yields the product Cc1ccc(C2SCC(C(=O)O)N2C(=O)C(C)CSC(=O)c2ccccc2)cc1. Reaction SMILES: [C:22]([c:23]1[cH:24][cH:25][cH:26][cH:27][cH:28]1)(=[O:29])[S:30][CH2:31][CH:32]([C:33](=[O:34])[Cl:35])[CH3:36].[CH3:1][c:2]1[cH:3][cH:4][c:5]([CH:8]2[S:9][CH2:10][CH:11]([C:13](=[O:14])[OH:15])[NH:12]2)[cH:6][cH:7]1.[ClH:37].[Na+:16].[Na+:17].[O-:18][C:19](=[O:20])[O-:21].[OH2:38]>>[CH3:1][c:2]1[cH:3][cH:4][c:5]([CH:8]2[S:9][CH2:10][CH:11]([C:13](=[O:14])[OH:15])[N:12]2[C:33]([CH:32]([CH2:31][S:30][C:22]([c:23]2[cH:24][cH:25][cH:26][cH:27][cH:28]2)=[O:29])[CH3:36])=[O:34])[cH:6][cH:7]1. Reactants: CCO, [H][H], N#CC(=Cc1c[nH]c2ccc([N+](=O)[O-])cc12)C(=O)Nc1ccccc1. The product is N#CC(=Cc1c[nH]c2ccc(N)cc12)C(=O)Nc1ccccc1. As a reaction SMILES: [CH3:28][CH2:29][OH:30].[H:26][H:27].[N+:1]([O-:2])(=[O:3])[c:4]1[cH:5][c:6]2[c:7]([CH:13]=[C:14]([C:15](=[O:16])[NH:17][c:18]3[cH:19][cH:20][cH:21][cH:22][cH:23]3)[C:24]#[N:25])[cH:8][nH:9][c:10]2[cH:11][cH:12]1>>[NH2:1][c:4]1[cH:5][c:6]2[c:7]([CH:13]=[C:14]([C:15](=[O:16])[NH:17][c:18]3[cH:19][cH:20][cH:21][cH:22][cH:23]3)[C:24]#[N:25])[cH:8][nH:9][c:10]2[cH:11][cH:12]1.